This data is from the Open Reaction Database (ORD), a public repository of structured organic reaction records. The task is: describe an organic reaction: reactants, conditions, products, and yield The reactants are C(C)OC(C1=CN=C(C=C1)OC1=CC=C(C=C1)CN(CCC1=CC=CC=C1)C(=O)OC(C)(C)C)=O (6-{4-[(tert-Butoxycarbonyl-phenethyl-amino)-methyl]-phenoxy}-nicotinic acid ethyl ester), CO (MeOH), [OH-].[Na+] (NaOH). The solvent is C1CCOC1 (THF). Run at time 24 hour. The product is C(C)(C)(C)OC(=O)N(CCC1=CC=CC=C1)CC1=CC=C(OC2=NC=C(C(=O)O)C=C2)C=C1 (6-{4-[(tert-Butoxycarbonyl-phenethyl-amino)-methyl]-phenoxy}-nicotinic acid). The yield is 90.7%. RXN SMILES: C([O:3][C:4](=[O:35])[C:5]1[CH:10]=[CH:9][C:8]([O:11][C:12]2[CH:17]=[CH:16][C:15]([CH2:18][N:19]([C:28]([O:30][C:31]([CH3:34])([CH3:33])[CH3:32])=[O:29])[CH2:20][CH2:21][C:22]3[CH:27]=[CH:26][CH:25]=[CH:24][CH:23]=3)=[CH:14][CH:13]=2)=[N:7][CH:6]=1)C.CO.[OH-].[Na+]>C1COCC1>[C:31]([O:30][C:28]([N:19]([CH2:18][C:15]1[CH:14]=[CH:13][C:12]([O:11][C:8]2[CH:9]=[CH:10][C:5]([C:4]([OH:35])=[O:3])=[CH:6][N:7]=2)=[CH:17][CH:16]=1)[CH2:20][CH2:21][C:22]1[CH:23]=[CH:24][CH:25]=[CH:26][CH:27]=1)=[O:29])([CH3:34])([CH3:32])[CH3:33] |f:2.3|. Procedure details: Combine 6-{4-[(tert-Butoxycarbonyl-phenethyl-amino)-methyl]-phenoxy}-nicotinic acid ethyl ester (0.333 g, 0.72 mmol), MeOH (5 mL), THF (5 mL), and 2.5N NaOH (aq) (2 mL). After the reaction refluxes under a Nitrogen atmosphere for 24 hours, concentrate under reduced pressure. Add 2.5N HCl (aq) (2 mL), Ethyl acetate, and wash with water, brine, and then dry over Na2SO4. Concentrate the organic mixture under reduced pressure to afford 293.0 mg (91% yield) of title compound as a white foam: 1H NMR (...